From a dataset of the Open Reaction Database (ORD), a public repository of structured organic reaction records. describe an organic reaction: reactants, conditions, products, and yield The reactants are C(C(=O)Cl)(=O)Cl (oxalyl chloride), C(C=1C(O)=CC=CC1)(=O)O (salicylic acid). Solvent: C1=CC=CC=C1 (benzene), C1=CC=CC=C1 (benzene). Product: OC1=C(C=CC=C1)C(=O)Cl (2-hydroxybenzenecarbonyl chloride). As a reaction SMILES: [C:1](Cl)(=O)[C:2]([Cl:4])=[O:3].C(O)(=O)[C:8]1[C:9](=C[CH:12]=[CH:13][CH:14]=1)[OH:10]>C1C=CC=CC=1>[OH:10][C:9]1[CH:8]=[CH:14][CH:13]=[CH:12][C:1]=1[C:2]([Cl:4])=[O:3]. Reported procedure: Add 11.8 g of oxalyl chloride dissolved in 25 ml of benzene to a suspension of 6.91 g of salicylic acid and 125 ml of benzene over a period of 20 minutes. Heat the mixture for about 14 hours, cool and evaporate the solvent to give 2-hydroxybenzenecarbonyl chloride as an oil. The crude product can be used directly in the subsequent step.